This data is from the Open Reaction Database (ORD), a public repository of structured organic reaction records. The task is: describe an organic reaction: reactants, conditions, products, and yield Reactants: [Li+].[OH-] (LiOH), [Si](C)(C)(C(C)(C)C)OC(C[C@@H]1C=2C=3C(=NC=NC3SC2CC1)OC1CCC(CC1)N(C(OC(C)(C)C)=O)C)C#N (tert-butyl N-(4-[[(3R)-3-[2-[(tert-butyldimethylsilyl)oxy]-2-cyanoethyl]-7-thia-9,11-diazatricyclo[6.4.0.0[2,6]]dodeca-1(8),2(6),9,11-tetraen-12-yl]oxy]cyclohexyl)-N-methylcarbamate), OO (H2O2). Solvent: CO (methanol). Conditions: temperature 20 celsius, time 3 hour. Product: [Si](C)(C)(C(C)(C)C)O[C@@H](C[C@@H]1C=2C=3C(=NC=NC3SC2CC1)OC1CCC(CC1)N(C(OC(C)(C)C)=O)C)C(N)=O (tert-butyl N-(4-[[(3R)-3-[(2S)-2-[(tert-butyldimethylsilyl)oxy]-2-carbamoylethyl]-7-thia-9,11-diazatricyclo[6.4.0.0[2,6]]dodeca-1(8),2(6),9,11-tetraen-12-yl]oxy]cyclohexyl)-N-methylcarbamate). Yield: 39.7%. As a reaction SMILES: [Si:1]([O:8][CH:9]([C:39]#[N:40])[CH2:10][C@H:11]1[CH2:22][CH2:21][C:20]2[S:19][C:18]3[N:17]=[CH:16][N:15]=[C:14]([O:23][CH:24]4[CH2:29][CH2:28][CH:27]([N:30]([CH3:38])[C:31](=[O:37])[O:32][C:33]([CH3:36])([CH3:35])[CH3:34])[CH2:26][CH2:25]4)[C:13]=3[C:12]1=2)([C:4]([CH3:7])([CH3:6])[CH3:5])([CH3:3])[CH3:2].[Li+].[OH-:42].OO>CO>[Si:1]([O:8][C@H:9]([C:39](=[O:42])[NH2:40])[CH2:10][C@H:11]1[CH2:22][CH2:21][C:20]2[S:19][C:18]3[N:17]=[CH:16][N:15]=[C:14]([O:23][CH:24]4[CH2:25][CH2:26][CH:27]([N:30]([CH3:38])[C:31](=[O:37])[O:32][C:33]([CH3:34])([CH3:36])[CH3:35])[CH2:28][CH2:29]4)[C:13]=3[C:12]1=2)([C:4]([CH3:7])([CH3:6])[CH3:5])([CH3:3])[CH3:2] |f:1.2|. Reported procedure: A 50-mL round-bottom flask containing a solution of tert-butyl N-(4-[[(3R)-3-[2-[(tert-butyldimethylsilyl)oxy]-2-cyanoethyl]-7-thia-9,11-diazatricyclo[6.4.0.0[2,6]]dodeca-1(8),2(6),9,11-tetraen-12-yl]oxy]cyclohexyl)-N-methylcarbamate (2.2 g, 3.75 mmol, 1.00 equiv) in 20 mL of methanol was added LiOH (315 mg) followed by addition of H2O2 (30%, 3 mL) via syringe at 0° C. with vigorous stirring. The resulting solution was stirred for 3 h at 20° C. The reaction was then quenched by the addition of 5... The reactants are CCOC(=O)c1cc(C)c(C)[nH]1, CC(=O)O, CCC=O, I, N, O, OP(O)P(O)O. Product: CCCc1c(C(=O)OCC)[nH]c(C)c1C. As a reaction SMILES: [C:8](=[O:9])([O:10][CH2:11][CH3:12])[c:13]1[nH:14][c:15]([CH3:19])[c:16]([CH3:18])[cH:17]1.[CH3:26][C:27](=[O:28])[OH:29].[CH:20]([CH2:21][CH3:22])=[O:23].[IH:1].[NH3:24].[OH2:25].[P:2]([P:3]([OH:4])[OH:5])([OH:6])[OH:7]>>[C:8](=[O:9])([O:10][CH2:11][CH3:12])[c:13]1[nH:14][c:15]([CH3:19])[c:16]([CH3:18])[c:17]1[CH2:20][CH2:21][CH3:22].